From a dataset of the Open Reaction Database (ORD), a public repository of structured organic reaction records. describe an organic reaction: reactants, conditions, products, and yield Starting materials: [N+](=O)([O-])C=1C=C(C(=O)NCCCN2C(CCC2)=O)C=CC1N1CCN(CC1)C1=C(C=CC=C1)C (3-Nitro-N-[3-(2-oxo-pyrrolidin-1-yl)-propyl]-4-(4-o-tolyl-piperazin-1-yl)-benzamide). The reagents and catalysts are [Pd] (Pd/C). Run in C(C)O.CO (ethanol methanol). Conditions: time 8 hour. Yields the product NC=1C=C(C(=O)NCCCN2C(CCC2)=O)C=CC1N1CCN(CC1)C1=C(C=CC=C1)C (3-amino-N-[3-(2-oxo-pyrrolidin-1-yl)-propyl]-4-(4-o-tolyl-piperazin-1-yl)-benzamide). The yield is 50.2%. Reaction SMILES: [N+:1]([C:4]1[CH:5]=[C:6]([CH:19]=[CH:20][C:21]=1[N:22]1[CH2:27][CH2:26][N:25]([C:28]2[CH:33]=[CH:32][CH:31]=[CH:30][C:29]=2[CH3:34])[CH2:24][CH2:23]1)[C:7]([NH:9][CH2:10][CH2:11][CH2:12][N:13]1[CH2:17][CH2:16][CH2:15][C:14]1=[O:18])=[O:8])([O-])=O>C(O)C.CO.[Pd]>[NH2:1][C:4]1[CH:5]=[C:6]([CH:19]=[CH:20][C:21]=1[N:22]1[CH2:27][CH2:26][N:25]([C:28]2[CH:33]=[CH:32][CH:31]=[CH:30][C:29]=2[CH3:34])[CH2:24][CH2:23]1)[C:7]([NH:9][CH2:10][CH2:11][CH2:12][N:13]1[CH2:17][CH2:16][CH2:15][C:14]1=[O:18])=[O:8] |f:1.2|. Procedure details: 3-Nitro-N-[3-(2-oxo-pyrrolidin-1-yl)-propyl]-4-(4-o-tolyl-piperazin-1-yl)-benzamide (1.5 g, 3.2 mmol) was taken in a mixture of ethanol/methanol (50.0 mL/20.0 mL). This was added to a flask containing Pd/C (5 wt %) (0.15 g). The solution was evacuated and nitrogen purged and stirred under a balloon of hydrogen for 8 h. LC-MS indicated completion of reaction. Reaction was stopped, evacuated and nitrogen purged and filtered on celite. The solvent was rotavaped out to give 3-amino-N-[3-(2-oxo-pyrro... Starting materials: C(C)(C)(C)OC(=O)N1CCC(CC1)(O)CCOC1=C(C=C2C(=NC=NC2=C1)NC1=C2C(=CC=C1)OCO2)OC (7-[2-(N-tert-butoxycarbonyl-4-hydroxypiperidin-4-yl)ethoxy]-6-methoxy-4-(2,3-methylenedioxyanilino)quinazoline), FC(C(=O)O)(F)F (trifluoroacetic acid). Run in C(Cl)Cl (methylene chloride). Run at time 1 hour. The product is OC1(CCNCC1)CCOC1=C(C=C2C(=NC=NC2=C1)NC1=C2C(=CC=C1)OCO2)OC (7-[2-(4-hydroxypiperidin-4-yl)ethoxy]-6-methoxy-4-(2,3-methylenedioxyanilino)quinazoline). Yield: 27.5%. RXN SMILES: C(OC([N:8]1[CH2:13][CH2:12][C:11]([CH2:15][CH2:16][O:17][C:18]2[CH:27]=[C:26]3[C:21]([C:22]([NH:28][C:29]4[CH:34]=[CH:33][CH:32]=[C:31]5[O:35][CH2:36][O:37][C:30]=45)=[N:23][CH:24]=[N:25]3)=[CH:20][C:19]=2[O:38][CH3:39])([OH:14])[CH2:10][CH2:9]1)=O)(C)(C)C.FC(F)(F)C(O)=O>C(Cl)Cl>[OH:14][C:11]1([CH2:15][CH2:16][O:17][C:18]2[CH:27]=[C:26]3[C:21]([C:22]([NH:28][C:29]4[CH:34]=[CH:33][CH:32]=[C:31]5[O:35][CH2:36][O:37][C:30]=45)=[N:23][CH:24]=[N:25]3)=[CH:20][C:19]=2[O:38][CH3:39])[CH2:12][CH2:13][NH:8][CH2:9][CH2:10]1. Reported procedure: A mixture of 7-[2-(N-tert-butoxycarbonyl-4-hydroxypiperidin-4-yl)ethoxy]-6-methoxy-4-(2,3-methylenedioxyanilino)quinazoline (0.067 g), trifluoroacetic acid (0.5 ml) and methylene chloride (3 ml) was stirred at ambient temperature for 1 hour. The solvent was evaporated and the residue was partitioned between methylene chloride and a saturated aqueous sodium bicarbonate solution. The organic phase was washed with brine, dried over magnesium sulphate and evaporated. There was thus obtained the titl... Starting materials: C(C)(C)(C)OC(=O)NC1CN(CC1OS(=O)(=O)C)C(=O)OC(C)(C)C (tert-butyl 3-[(tert-butoxycarbonyl)amino]-4-[(methylsulfonyl)oxy]pyrrolidine-1-carboxylate), C(C)(C)O (isopropyl alcohol), FC(C(=O)O)(F)F.C(Cl)Cl (trifluoroacetic acid methylene chloride), O=C1OC2C(N1)CN(C2)C(=O)OC(C)(C)C (tert-butyl 2-oxohexahydro-5H-pyrrolo[3,4-d][1,3]oxazole-5-carboxylate). The solvent is ClC(C)Cl (dichloroethane). Yields the product O1C(NC2C1CNC2)=O (hexahydro-2H-pyrrolo[3,4-d][1,3]oxazol-2-one), B2. Reaction SMILES: C(O[C:6]([NH:8][CH:9]1[CH:13]([O:14]S(C)(=O)=O)[CH2:12][N:11](C(OC(C)(C)C)=O)[CH2:10]1)=[O:7])(C)(C)C.O=C1NC2CN(C(OC(C)(C)C)=O)CC2O1.C(O)(C)C.FC(F)(F)C(O)=O.C(Cl)Cl>ClC(Cl)C>[O:14]1[CH:13]2[CH2:12][NH:11][CH2:10][CH:9]2[NH:8][C:6]1=[O:7] |f:3.4|. Procedure: A solution of tert-butyl 3-[(tert-butoxycarbonyl)amino]-4-[(methylsulfonyl)oxy]pyrrolidine-1-carboxylate (850 mg) in dichloroethane (50 mL) was refluxed overnight, evaporated and the resulting residue purified on a Biotage Horizon® system (silica, gradient 10-15% methanol in dichloromethane) to yield a racemic mixture of tert-butyl 2-oxohexahydro-5H-pyrrolo[3,4-d][1,3]oxazole-5-carboxylate which was resolved by chiral HPLC (Chiralcel OJ column, isopropyl alcohol/hexptane 13:87) to yield fast mov... Reactants: COC(=O)c1c(Cl)cc(I)cc1Cl, [I-], [Li+], O, c1ccncc1. Product: O=C(O)c1c(Cl)cc(I)cc1Cl. Reaction SMILES: [Cl:1][c:2]1[c:3]([C:4](=[O:5])[O:6][CH3:7])[c:8]([Cl:13])[cH:9][c:10]([I:12])[cH:11]1.[I-:14].[Li+:15].[OH2:22].[cH:16]1[cH:17][cH:18][n:19][cH:20][cH:21]1>>[Cl:1][c:2]1[c:3]([C:4](=[O:5])[OH:6])[c:8]([Cl:13])[cH:9][c:10]([I:12])[cH:11]1. Reactants: BrN1C(CCC1=O)=O (N-bromosuccinimide), 2,2′-azobis(isobutylnitrile), BrC1=C(C=C(C=C1)C(C#N)(C)C)C (2-(4-bromo-3-methylphenyl)-2-methylpropionitrile). Solvent: C(Cl)(Cl)(Cl)Cl (carbon tetrachloride). Run at time 8 hour. Product: BrC1=C(C=C(C=C1)C(C#N)(C)C)CC#N (2-(4-bromo-3-cyanomethyl-phenyl)-2-methylpropionitrile). RXN SMILES: Br[N:2]1C(=O)CC[C:3]1=O.[Br:9][C:10]1[CH:15]=[CH:14][C:13]([C:16]([CH3:20])([CH3:19])[C:17]#[N:18])=[CH:12][C:11]=1[CH3:21]>C(Cl)(Cl)(Cl)Cl>[Br:9][C:10]1[CH:15]=[CH:14][C:13]([C:16]([CH3:19])([CH3:20])[C:17]#[N:18])=[CH:12][C:11]=1[CH2:21][C:3]#[N:2]. Reported procedure: N-bromosuccinimide (1.04 g) and 2,2′-azobis(isobutylnitrile) (30 mg) were added to the carbon tetrachloride solution (7 ml) of 2-(4-bromo-3-methylphenyl)-2-methylpropionitrile (1.26 g) and then the solution was refluxed with heating for an hour. The solution was cooled on ice, then after removing the insoluble substances by filtration, the filtrate was concentrated under reduced pressure. The obtained residue was dissolved in ethanol (10 ml) and water (1 ml) and a solution of potassium cyanide (... Starting materials: 2L, [OH-].[Na+] (sodium hydroxide), OO (hydrogen peroxide), BrC1=CC(=C(C(C=O)=C1)O)CC (5-bromo-3-ethylsalicylaldehyde). The solvent is O1CCCC1 (tetrahydrofuran). Run at time 30 minute. Yields the product BrC=1C=C(C=C(C1)CCO)O (5-bromo-2,3-dihydroxyethylbenzene). As a reaction SMILES: [OH-:1].[Na+].[Br:3][C:4]1[CH:11]=[C:8](C=O)[C:7](O)=[C:6]([CH2:13][CH3:14])[CH:5]=1.[OH:15]O>O1CCCC1>[Br:3][C:4]1[CH:11]=[C:8]([OH:15])[CH:7]=[C:6]([CH2:13][CH2:14][OH:1])[CH:5]=1 |f:0.1|. Procedure details: A 2L flask was charged with tetrahydrofuran (600 mL) and one normal aqueous sodium hydroxide (260 mL). To this solution was added 5-bromo-3-ethylsalicylaldehyde (58 g, 0.25 mol, prepared by the procedure described by S. A. Weerawarna et al., J. Het. Chem., 1991;28:1400). With good stirring, hydrogen peroxide (400 mL of 3% solution, 0.35 mol) was slowly added. After 30 minutes, tlc (silica plate eluted with hexane:ethyl acetate, 7:3) showed no more starting material. The reaction mixture was brou... Reactants: CCOC(=O)C(CCc1ccccc1)Oc1ccc(Br)cc1, COCCOC, [Na+], [Na+], O=C([O-])[O-], O, c1ccc(P(c2ccccc2)(c2ccccc2)[Pd](P(c2ccccc2)(c2ccccc2)c2ccccc2)(P(c2ccccc2)(c2ccccc2)c2ccccc2)P(c2ccccc2)(c2ccccc2)c2ccccc2)cc1, OB(O)c1ccco1. Yields the product CCOC(=O)C(CCc1ccccc1)Oc1ccc(-c2ccco2)cc1. Reaction SMILES: [Br:15][c:16]1[cH:17][cH:18][c:19]([O:20][CH:21]([C:22](=[O:23])[O:24][CH2:25][CH3:26])[CH2:27][CH2:28][c:29]2[cH:30][cH:31][cH:32][cH:33][cH:34]2)[cH:35][cH:36]1.[CH2:37]([CH2:38][O:39][CH3:40])[O:41][CH3:42].[Na+:10].[Na+:9].[O-:11][C:12](=[O:13])[O-:14].[OH2:43].[cH:44]1[cH:45][cH:46][c:47]([P:48]([Pd:49]([P:50]([c:51]2[cH:52][cH:53][cH:54][cH:55][cH:56]2)([c:57]2[cH:58][cH:59][cH:60][cH:61][cH:62]2)[c:63]2[cH:64][cH:65][cH:66][cH:67][cH:68]2)([P:69]([c:70]2[cH:71][cH:72][cH:73][cH:74][cH:75]2)([c:76]2[cH:77][cH:78][cH:79][cH:80][cH:81]2)[c:82]2[cH:83][cH:84][cH:85][cH:86][cH:87]2)[P:88]([c:89]2[cH:90][cH:91][cH:92][cH:93][cH:94]2)([c:95]2[cH:96][cH:97][cH:98][cH:99][cH:100]2)[c:101]2[cH:102][cH:103][cH:104][cH:105][cH:106]2)([c:107]2[cH:108][cH:109][cH:110][cH:111][cH:112]2)[c:113]2[cH:114][cH:115][cH:116][cH:117][cH:118]2)[cH:119][cH:120]1.[o:1]1[c:2]([B:6]([OH:7])[OH:8])[cH:3][cH:4][cH:5]1>>[o:1]1[c:2](-[c:16]2[cH:17][cH:18][c:19]([O:20][CH:21]([C:22](=[O:23])[O:24][CH2:25][CH3:26])[CH2:27][CH2:28][c:29]3[cH:30][cH:31][cH:32][cH:33][cH:34]3)[cH:35][cH:36]2)[cH:3][cH:4][cH:5]1.